From a dataset of the Open Reaction Database (ORD), a public repository of structured organic reaction records. describe an organic reaction: reactants, conditions, products, and yield Reactants: Cl (HCl), BrC1=CC=C(C(=N1)[C@](CF)(CC=O)N[S@](=O)C(C)(C)C)F ((R)-N-((S)-2-(6-bromo-3-fluoropyridin-2-yl)-1-fluoro-4-oxobutan-2-yl)-2-methylpropane-2-sulfinamide), FC(F)(F)[Si](C)(C)C ((trifluoromethyl)trimethylsilane), [F-].C(CCC)[N+](CCCC)(CCCC)CCCC (tetrabutylammonium fluoride). Solvent: C1CCOC1 (THF), O (water). Run at temperature -78 celsius, time 10 minute. Product: BrC1=CC=C(C(=N1)[C@](CF)(C[C@@H](C(F)(F)F)O)N[S@](=O)C(C)(C)C)F ((R)-N-((2S,4S)-2-(6-bromo-3-fluoropyridin-2-yl)-1,5,5,5-tetrafluoro-4-hydroxypentan-2-yl)-2-methylpropane-2-sulfinamide). RXN SMILES: [Br:1][C:2]1[N:7]=[C:6]([C@@:8]([NH:14][S@@:15]([C:17]([CH3:20])([CH3:19])[CH3:18])=[O:16])([CH2:11][CH:12]=[O:13])[CH2:9][F:10])[C:5]([F:21])=[CH:4][CH:3]=1.[F:22][C:23]([Si](C)(C)C)([F:25])[F:24].[F-].C([N+](CCCC)(CCCC)CCCC)CCC.Cl>O.C1COCC1>[Br:1][C:2]1[N:7]=[C:6]([C@@:8]([NH:14][S@@:15]([C:17]([CH3:18])([CH3:20])[CH3:19])=[O:16])([CH2:11][C@H:12]([OH:13])[C:23]([F:25])([F:24])[F:22])[CH2:9][F:10])[C:5]([F:21])=[CH:4][CH:3]=1 |f:2.3|. Procedure details: To a 250 mL round-bottomed flask was added (R)-N-((S)-2-(6-bromo-3-fluoropyridin-2-yl)-1-fluoro-4-oxobutan-2-yl)-2-methylpropane-2-sulfinamide (5.9 g, 15.39 mmol) and THF (130 mL). The mixture was cooled to −78° C. and (trifluoromethyl)trimethylsilane (Apollo Scientific Ltd.; 24.46 mL, 154 mmol) was added. After stirring for 10 min, tetrabutylammonium fluoride (Aldrich; 27.7 mL, 27.7 mmol, 1.0 M in THF) was added over 10 min. The solution was stirred at −78° C. for 2 h. To the solution was added... The reactants are OC1CCC2(CCCCC2)CC1, ClCCl, C1CCOC1, CC(C)OC(=O)N=NC(=O)OC(C)C, CC1(c2ccc3c(C(F)(F)F)c(O)ccc3c2)COC(=O)N1, c1ccc(P(c2ccccc2)c2ccccc2)cc1. Yields the product CC1(c2ccc3c(C(F)(F)F)c(OC4CCC5(CCCCC5)CC4)ccc3c2)COC(=O)N1. As a reaction SMILES: [CH2:1]1[CH2:2][CH:3]([OH:12])[CH2:4][CH2:5][C:6]12[CH2:7][CH2:8][CH2:9][CH2:10][CH2:11]2.[CH2:73]([Cl:74])[Cl:75].[O:54]1[CH2:55][CH2:56][CH2:57][CH2:58]1.[O:59]=[C:60]([O:61][CH:62]([CH3:63])[CH3:64])[N:65]=[N:66][C:67]([O:68][CH:69]([CH3:70])[CH3:71])=[O:72].[OH:13][c:14]1[c:15]([C:31]([F:32])([F:33])[F:34])[c:16]2[cH:17][cH:18][c:19]([C:24]3([CH3:30])[NH:25][C:26](=[O:29])[O:27][CH2:28]3)[cH:20][c:21]2[cH:22][cH:23]1.[c:35]1([P:36]([c:37]2[cH:38][cH:39][cH:40][cH:41][cH:42]2)[c:43]2[cH:44][cH:45][cH:46][cH:47][cH:48]2)[cH:49][cH:50][cH:51][cH:52][cH:53]1>>[CH2:1]1[CH2:2][CH:3]([O:12][c:14]2[c:15]([C:31]([F:32])([F:33])[F:34])[c:16]3[cH:17][cH:18][c:19]([C:24]4([CH3:30])[NH:25][C:26](=[O:29])[O:27][CH2:28]4)[cH:20][c:21]3[cH:22][cH:23]2)[CH2:4][CH2:5][C:6]12[CH2:7][CH2:8][CH2:9][CH2:10][CH2:11]2. Reactants: CC1=NC=CN1CC2CCC3=C(C=4C=CC=CC4N3C)C2=O (ondansetron), 1-2, Cl (hydrochloric acid). The solvent is C(C)(C)O (isopropanol), O (water). The product is CC1=NC=CN1CC2CCC3=C(C2=O)C4=CC=CC=C4N3C.O.O.Cl (ondansetron hydrochloride dihydrate). Yield: 49.0%. Reaction SMILES: [CH3:1][C:2]1[N:6]([CH2:7][CH:8]2[C:21](=[O:22])[C:12]3[C:13]4[CH:14]=[CH:15][CH:16]=[CH:17][C:18]=4[N:19]([CH3:20])[C:11]=3[CH2:10][CH2:9]2)[CH:5]=[CH:4][N:3]=1.[ClH:23]>C(O)(C)C.O>[CH3:1][C:2]1[N:6]([CH2:7][CH:8]2[C:21](=[O:22])[C:12]3[C:13]4[C:18]([N:19]([CH3:20])[C:11]=3[CH2:10][CH2:9]2)=[CH:17][CH:16]=[CH:15][CH:14]=4)[CH:5]=[CH:4][N:3]=1.[OH2:22].[OH2:22].[ClH:23] |f:4.5.6.7|. Reported procedure: The crude ondansetron from Example 4 (190 grams; 0.65 mol) was suspended in a mixture of isopropanol (1.2 L) and water (0.24 L). Concentrated hydrochloric acid (32% (w/w)) was added until the pH of the mixture was about 1-2 (about 70 mL). The solution was heated to reflux temperature for one hour and then cooled to room temperature. The precipitated crystals were collected by filtration, and dried to provide 117 grams (0.32 mol; 49% yield) of crude ondansetron hydrochloride dihydrate. The purity... Reactants: C(#N)C1=C(C=CC(=C1)CCCCC)OC(C1=CC(=C(C=C1)OCCCCC)Br)=O ((2'-cyano-4'-n-pentylphenyl)-3-bromo-4-n-pentyloxybenzoate), cuprous cyanide, CN(C=O)C (N,N-dimethylformamide). Yields the product C(#N)C1=C(C=CC(=C1)CCCCC)OC(C1=CC(=C(C=C1)OCCCCC)C#N)=O ((2'-cyano-4'-n-pentylphenyl)-3-cyano-4-n-pentyloxybenzoate). As a reaction SMILES: [C:1]([C:3]1[CH:8]=[C:7]([CH2:9][CH2:10][CH2:11][CH2:12][CH3:13])[CH:6]=[CH:5][C:4]=1[O:14][C:15](=[O:29])[C:16]1[CH:21]=[CH:20][C:19]([O:22][CH2:23][CH2:24][CH2:25][CH2:26][CH3:27])=[C:18](Br)[CH:17]=1)#[N:2].[CH3:30][N:31](C)C=O>>[C:1]([C:3]1[CH:8]=[C:7]([CH2:9][CH2:10][CH2:11][CH2:12][CH3:13])[CH:6]=[CH:5][C:4]=1[O:14][C:15](=[O:29])[C:16]1[CH:21]=[CH:20][C:19]([O:22][CH2:23][CH2:24][CH2:25][CH2:26][CH3:27])=[C:18]([C:30]#[N:31])[CH:17]=1)#[N:2]. Reported procedure: 9.3 g (0.020 mol) of the (2'-cyano-4'-n-pentylphenyl)-3-bromo-4-n-pentyloxybenzoate prepared in Step VI was reacted with cuprous cyanide and N,N-dimethylformamide to yield 3.0 g of purified (2'-cyano-4'-n-pentylphenyl)-3-cyano-4-n-pentyloxybenzoate. The yield was calculated to be 36.7%. Starting materials: [K+].BrC1=CC=C(C=C1)C(OC(C(=O)[O-])CC(C)C)C=1SC=CN1 (2-[(4-bromophenyl)(1,3-thiazol-2-yl)methoxy]-4-methylpentanoic acid potassium salt), Cl.NCC#N (aminoacetonitrile HCl Salt). Yields the product BrC1=CC=C(C=C1)C(OC(C(=O)NCC#N)CC(C)C)C=1SC=CN1 (2-[(4-bromophenyl)(1,3-thiazol-2-yl)methoxy]-N-(cyanomethyl)-4-methylpentanamide). RXN SMILES: [K+].[Br:2][C:3]1[CH:8]=[CH:7][C:6]([CH:9]([C:19]2[S:20][CH:21]=[CH:22][N:23]=2)[O:10][CH:11]([CH2:15][CH:16]([CH3:18])[CH3:17])[C:12]([O-:14])=O)=[CH:5][CH:4]=1.Cl.[NH2:25][CH2:26][C:27]#[N:28]>>[Br:2][C:3]1[CH:4]=[CH:5][C:6]([CH:9]([C:19]2[S:20][CH:21]=[CH:22][N:23]=2)[O:10][CH:11]([CH2:15][CH:16]([CH3:18])[CH3:17])[C:12]([NH:28][CH2:27][C:26]#[N:25])=[O:14])=[CH:7][CH:8]=1 |f:0.1,2.3|. Procedure: Using the same protocol as described in example 17, step 3, 2-[(4-bromophenyl)(1,3-thiazol-2-yl)methoxy]-4-methylpentanoic acid potassium salt from step 3 (427 mg, 1.11 mmol) was coupled with aminoacetonitrile HCl Salt. The crude residue obtained was chromatographed on silica gel using 50% ethyl acetate in hexanes to afford the title compound. The reactants are [F-].C(CCC)[N+](CCCC)(CCCC)CCCC (Tetra-n-butylammonium fluoride), BrC=1C=C(OC1[Si](C)(C)C)N1C(O[C@@]2(C1)CN1CCC2CC1)=O ((R)-3′-[4-bromo-5-(trimethylsilyl)furan-2-yl]spiro[1-azabicyclo[2.2.2]octan-3,5′-oxazolidin]-2′-one). Solvent: O1CCCC1 (tetrahydrofuran). Run at temperature 70 celsius. Yields the product BrC=1C=C(OC1)N1C(O[C@@]2(C1)CN1CCC2CC1)=O ((R)-3′-(4-Bromofuran-2-yl)spiro[1-azabicyclo[2.2.2]octan-3,5′-oxazolidin]-2′-one). Isolated yield 82.1%. Reaction SMILES: [F-].C([N+](CCCC)(CCCC)CCCC)CCC.[Br:19][C:20]1[CH:21]=[C:22]([N:29]2[CH2:33][C@:32]3([CH:38]4[CH2:39][CH2:40][N:35]([CH2:36][CH2:37]4)[CH2:34]3)[O:31][C:30]2=[O:41])[O:23][C:24]=1[Si](C)(C)C>O1CCCC1>[Br:19][C:20]1[CH:21]=[C:22]([N:29]2[CH2:33][C@:32]3([CH:38]4[CH2:37][CH2:36][N:35]([CH2:40][CH2:39]4)[CH2:34]3)[O:31][C:30]2=[O:41])[O:23][CH:24]=1 |f:0.1|. Procedure details: Tetra-n-butylammonium fluoride (1M solution in tetrahydrofuran, 2.2 mL, 2.20 mmol) was added to a solution of (R)-3′-[4-bromo-5-(trimethylsilyl)furan-2-yl]spiro[1-azabicyclo[2.2.2]octan-3,5′-oxazolidin]-2′-one (577 mg, 1.44 mmol) in tetrahydrofuran (5 mL). The solution was heated at 70° C. (bath temperature) for 6 h. The reaction mixture was evaporated to dryness, and the residue was subjected to flash chromatography using a gradient of ammoniated methanol in chloroform as the eluant give the ti... Reaction SMILES: F[C:2](F)(F)[C:3](O)=[O:4].C1(CNC([C:18]2[CH:35]=[CH:34][C:21]3[NH:22][C:23]([C:25]4[C:33]5[C:28](=CC=CC=5)[NH:27][N:26]=4)=[N:24][C:20]=3[CH:19]=2)=O)CCCCC1>>[CH2:3]([O:4][C:28]1[NH:27][N:26]=[C:25]([C:23]2[NH:22][C:21]3[CH:34]=[CH:35][CH:18]=[CH:19][C:20]=3[N:24]=2)[CH:33]=1)[CH3:2]. Reported procedure: A mixture of trifluoroacetic acid (6 mL) and 2-(5-ethoxy-1H-pyrazol-3-yl)-1-(2-trimethylsilanyl-ethoxymethyl)-1H-benzoimidazole (300 mg, Reference Example 11) was stirred at 50° C. for 1.5 hours. The reaction mixture was evaporated and the residue was partitioned between ethyl acetate and water (pH 10). The organic layer was dried and then evaporated. The residue was subjected to chromatography on silica eluting with a mixture of dichloromethane and methanol (9:1, v/v) and then recrystallised fr... Conditions: temperature 50 celsius, time 1.5 hour. Product: C(C)OC1=CC(=NN1)C1=NC2=C(N1)C=CC=C2 (2-(5-ethoxy-1H-pyrazol-3-yl)-1H-benzoimidazole). Reactants: FC(C(=O)O)(F)F (trifluoroacetic acid), C1(CCCCC1)CNC(=O)C1=CC2=C(NC(=N2)C2=NNC3=CC=CC=C23)C=C1 (2-(1H-indazol-3-yl)-1H-benzimidazole-5-carboxylic acid N-(cyclohexylmethyl)amide).